This data is from the Open Reaction Database (ORD), a public repository of structured organic reaction records. The task is: describe an organic reaction: reactants, conditions, products, and yield The reactants are CC(C)(C)C(=O)Cl, Cl, [Na+], [OH-], CC(C)(S)C(=O)NC(CS)C(=O)O. Product: CC(C)(C)C(=O)SCC(NC(=O)C(C)(C)S)C(=O)O. Reaction SMILES: [C:14]([C:15]([CH3:16])([CH3:17])[CH3:18])(=[O:19])[Cl:20].[ClH:21].[Na+:23].[OH-:22].[SH:1][C:2]([C:3](=[O:4])[NH:5][CH:6]([CH2:7][SH:8])[C:9](=[O:10])[OH:11])([CH3:12])[CH3:13]>>[SH:1][C:2]([C:3](=[O:4])[NH:5][CH:6]([CH2:7][S:8][C:14]([C:15]([CH3:16])([CH3:17])[CH3:18])=[O:19])[C:9](=[O:10])[OH:11])([CH3:12])[CH3:13]. The yield is 20.1%. As a reaction SMILES: [C:1]1([OH:7])[CH:6]=[CH:5][CH:4]=[CH:3][CH:2]=1.[Br:8][CH2:9][CH2:10][CH2:11][CH2:12][CH2:13][C:14](Cl)=[O:15].[Cl-].[Al+3].[Cl-].[Cl-]>>[Br:8][CH2:9][CH2:10][CH2:11][CH2:12][CH2:13][C:14]([C:4]1[CH:5]=[CH:6][C:1]([OH:7])=[CH:2][CH:3]=1)=[O:15] |f:2.3.4.5|. Product: BrCCCCCC(=O)C1=CC=C(C=C1)O (6-bromo-1-(4-hydroxyphenyl)-1-hexanone). Reactants: C1(=CC=CC=C1)O (Phenol), BrCCCCCC(=O)Cl (6-bromohexanoyl chloride), [Cl-].[Al+3].[Cl-].[Cl-] (aluminum chloride). Procedure details: Phenol (0.88 g), 6-bromohexanoyl chloride (2.0 g) and aluminum chloride (1.4 g) were reacted and treated in the same manner as in Preparation Example 105 to give 0.51 g of 6-bromo-1-(4-hydroxyphenyl)-1-hexanone. The reactants are O (water), BrCCCCCCCCN1N=C(C(=N1)C1=CC=CC=C1)C1=CC=CC=C1 (2-(8-Bromooctyl)-4,5-diphenyltriazole), [C-]#N.[Na+] (sodium cyanide). Solvent: CS(=O)C (dimethylsulphoxide), CS(=O)C (dimethylsulphoxide). Run at temperature 50 celsius, time 2 hour. Product: C(#N)CCCCCCCCN1N=C(C(=N1)C1=CC=CC=C1)C1=CC=CC=C1 (2-(8-cyanooctyl)-4,5-diphenyl-triazole). Yield: 92.0%. Reaction SMILES: Br[CH2:2][CH2:3][CH2:4][CH2:5][CH2:6][CH2:7][CH2:8][CH2:9][N:10]1[N:14]=[C:13]([C:15]2[CH:20]=[CH:19][CH:18]=[CH:17][CH:16]=2)[C:12]([C:21]2[CH:26]=[CH:25][CH:24]=[CH:23][CH:22]=2)=[N:11]1.[C-:27]#[N:28].[Na+].O>CS(C)=O>[C:27]([CH2:2][CH2:3][CH2:4][CH2:5][CH2:6][CH2:7][CH2:8][CH2:9][N:10]1[N:14]=[C:13]([C:15]2[CH:20]=[CH:19][CH:18]=[CH:17][CH:16]=2)[C:12]([C:21]2[CH:26]=[CH:25][CH:24]=[CH:23][CH:22]=2)=[N:11]1)#[N:28] |f:1.2|. Reported procedure: 2-(8-Bromooctyl)-4,5-diphenyltriazole (7 g) in dimethylsulphoxide (220 ml) was added to a suspension of sodium cyanide (1 g) in dimethylsulphoxide (60 ml) over 15 minutes. The reaction mixture was stirred at 24° C. for 1 hour and at 50° C. for 2 hours. The cooled reaction mixture was poured into water (600 ml), extracted with diethyl ether (4×200 ml). The extracts were combined, washed with water (100 ml), dried over anhydrous magnesium sulphate and evaporated to dryness in vacuo. Column chromat...